This data is from the Open Reaction Database (ORD), a public repository of structured organic reaction records. The task is: describe an organic reaction: reactants, conditions, products, and yield Starting materials: CCOC(=O)CC(=O)CCl, Sc1ccc(Cl)cc1, [K+], [K+], [Na+], O=C([O-])[O-], O=C([O-])O, CN(C)C=O. The product is CCOC(=O)CC(=O)CSc1ccc(Cl)cc1. RXN SMILES: [Cl:15][CH2:16][C:17]([CH2:18][C:19](=[O:20])[O:21][CH2:22][CH3:23])=[O:24].[Cl:1][c:2]1[cH:3][cH:4][c:5]([SH:8])[cH:6][cH:7]1.[K+:10].[K+:9].[Na+:34].[O-:11][C:12]([O-:13])=[O:14].[O-:30][C:31]([OH:32])=[O:33].[O:25]=[CH:26][N:27]([CH3:28])[CH3:29]>>[Cl:1][c:2]1[cH:3][cH:4][c:5]([S:8][CH2:16][C:17]([CH2:18][C:19](=[O:20])[O:21][CH2:22][CH3:23])=[O:24])[cH:6][cH:7]1.